Dataset: the Open Reaction Database (ORD), a public repository of structured organic reaction records. Task: describe an organic reaction: reactants, conditions, products, and yield Reactants: CC(C)(Br)C=O, CN(C)C=O, [Ca+2], O=[N+]([O-])c1cc(C(F)(F)F)ccc1O, O=C([O-])[O-]. Yields the product CC(C)(C=O)Oc1ccc(C(F)(F)F)cc1[N+](=O)[O-]. Reaction SMILES: [Br:20][C:21]([CH:22]=[O:23])([CH3:24])[CH3:25].[CH3:26][N:27]([CH3:28])[CH:29]=[O:30].[Ca+2:15].[N+:1](=[O:2])([O-:3])[c:4]1[c:5]([OH:14])[cH:6][cH:7][c:8]([C:10]([F:11])([F:12])[F:13])[cH:9]1.[O-:16][C:17](=[O:18])[O-:19]>>[N+:1](=[O:2])([O-:3])[c:4]1[c:5]([O:14][C:21]([CH:22]=[O:23])([CH3:24])[CH3:25])[cH:6][cH:7][c:8]([C:10]([F:11])([F:12])[F:13])[cH:9]1. Reactants: ClCCl, O=S(=O)(Cl)Cl, CCCC1C(=O)N(CSc2ccccc2)S(=O)(=O)N1CC. Product: CCCC1C(=O)N(CCl)S(=O)(=O)N1CC. As a reaction SMILES: [CH2:27]([Cl:28])[Cl:29].[S:22]([Cl:23])(=[O:24])([Cl:25])=[O:26].[c:1]1([S:2][CH2:8][N:9]2[S:10](=[O:20])(=[O:21])[N:11]([CH2:18][CH3:19])[CH:12]([CH2:15][CH2:16][CH3:17])[C:13]2=[O:14])[cH:3][cH:4][cH:5][cH:6][cH:7]1>>[CH2:8]([N:9]1[S:10](=[O:20])(=[O:21])[N:11]([CH2:18][CH3:19])[CH:12]([CH2:15][CH2:16][CH3:17])[C:13]1=[O:14])[Cl:25]. Reactants: ice water, CN(C1=CC=CC=C1)C=O (N-methylformanilide), C1=CC=CC2=CC3=CC4=CC=CC=C4C=C3C=C12 (naphthacene), P(=O)(Cl)(Cl)Cl (Phosphorus oxychloride). Run in ClC1=C(C=CC=C1)Cl (o-dichlorobenzene). Run at time 12 hour. Yields the product C1=CC=CC2=C(C3=CC4=CC=CC=C4C=C3C=C12)C=O (naphthacene-5-carbaldehyde). Isolated yield 31.0%. As a reaction SMILES: CN([CH:9]=[O:10])C1C=CC=CC=1.P(Cl)(Cl)(Cl)=O.[CH:16]1[C:33]2[C:20](=[CH:21][C:22]3[C:31]([CH:32]=2)=[CH:30][C:29]2[C:24](=[CH:25][CH:26]=[CH:27][CH:28]=2)[CH:23]=3)[CH:19]=[CH:18][CH:17]=1>ClC1C=CC=CC=1Cl>[CH:19]1[C:20]2[C:33](=[C:32]([CH:9]=[O:10])[C:31]3[C:22]([CH:21]=2)=[CH:23][C:24]2[C:29](=[CH:28][CH:27]=[CH:26][CH:25]=2)[CH:30]=3)[CH:16]=[CH:17][CH:18]=1. Procedure details: To a 3-necked RB flask equipped with overhead mechanical stirrer, condenser, addition funnel, N2 inlet line with bubbler was added N-methylformanilide (Aldrich, 89.21 g, 0.66 mol, 81 mL) and o-dichlorobenzene (Aldrich, 200 mL). The mixture was cooled to 10° with an ice bath. Phosphorus oxychloride (Aldrich, 101.21 g, 0.66 mol, 60 mL) was then added dropwise to the solution not allowing the reaction temperature to rise above 10°. The reaction mixture was then allowed to warm to RT. Solid naphthac... The reactants are [Mg] (magnesium), COC=1C=C(C=CC1)CCN1C(C=2C(C1=O)=CC=CC2)=O (N-(2-(3-methoxyphenyl)ethyl)phthalimide), [Mg] (magnesium), BrC1=CC=C(C=C1)OC (4-bromoanisole), BrBr (bromine), C([O-])(O)=O.[Na+] (sodium bicarbonate). Solvent: C(C)OCC (diethyl ether), C(C)OCC (diethyl ether). Reaction conditions: temperature 0 celsius, time 2 hour. Yields the product OC1(N(C(C2=CC=CC=C12)=O)CCC1=CC(=CC=C1)OC)C1=CC=C(C=C1)OC (3-Hydroxy-3-(4-methoxyphenyl)-2-(2-(3-methoxyphenyl)ethyl)-2,3-dihydro-isoindol-1-one). RXN SMILES: [Mg].Br[C:3]1[CH:8]=[CH:7][C:6]([O:9][CH3:10])=[CH:5][CH:4]=1.BrBr.[CH3:13][O:14][C:15]1[CH:16]=[C:17]([CH2:21][CH2:22][N:23]2[C:27](=[O:28])[C:26]3=[CH:29][CH:30]=[CH:31][CH:32]=[C:25]3[C:24]2=[O:33])[CH:18]=[CH:19][CH:20]=1.C(=O)(O)[O-].[Na+]>C(OCC)C>[OH:33][C:24]1([C:3]2[CH:8]=[CH:7][C:6]([O:9][CH3:10])=[CH:5][CH:4]=2)[C:25]2[C:26](=[CH:29][CH:30]=[CH:31][CH:32]=2)[C:27](=[O:28])[N:23]1[CH2:22][CH2:21][C:17]1[CH:18]=[CH:19][CH:20]=[C:15]([O:14][CH3:13])[CH:16]=1 |f:4.5|. Procedure details: 104 mg (4.28 mmol) of magnesium turnings in 10 ml of absolute diethyl ether were admixed with 0.79 g (4.27 mmol) of 4-bromoanisole. The reaction was started by addition of a drop of bromine. After about 2 h, the magnesium had completely dissolved. The mixture was cooled to 0° C. and 0.3 g (1.07 mmol) of N-(2-(3-methoxyphenyl)ethyl)phthalimide was added. The reaction mixture was allowed to warm to room temperature and, after 2 h, admixed with 5 ml of saturated sodium bicarbonate solution. The aqu... Starting materials: CCCC1(CCC)CCC(CC(=O)O)(CC(=O)O)CC1, CC(=O)OC(C)=O. Product: CCCC1(CCC)CCC2(CC1)CC(=O)OC(=O)C2. Reaction SMILES: [CH2:1]([CH2:2][CH3:3])[C:4]1([CH2:18][CH2:19][CH3:20])[CH2:5][CH2:6][C:7]([CH2:10][C:11](=[O:12])[OH:13])([CH2:14][C:15](=[O:16])[OH:17])[CH2:8][CH2:9]1.[CH3:21][C:22]([O:23][C:24](=[O:25])[CH3:26])=[O:27]>>[CH2:1]([CH2:2][CH3:3])[C:4]1([CH2:18][CH2:19][CH3:20])[CH2:5][CH2:6][C:7]2([CH2:8][CH2:9]1)[CH2:10][C:11](=[O:12])[O:17][C:15](=[O:16])[CH2:14]2. The reactants are [H-].[Na+] (sodium hydride), CI (methyl iodide), O1C(OCC1)C1=NC(=CC=C1)C1=NNC=C1 (2-[1,3]dioxolan-2-yl-6-(1H-pyrazol-3-yl)pyridine). The solvent is CN(C=O)C (N,N-dimethylformamide), CN(C=O)C (N,N-dimethylformamide), CN(C=O)C (N,N-dimethylformamide). Run at time 1 hour. Product: O1C(OCC1)C1=NC(=CC=C1)C1=NN(C=C1)C (2-[1,3]dioxolan-2-yl-6-(1-methylpyrazol-3-yl)pyridine). Reaction SMILES: [O:1]1[CH2:5][CH2:4][O:3][CH:2]1[C:6]1[CH:11]=[CH:10][CH:9]=[C:8]([C:12]2[CH:16]=[CH:15][NH:14][N:13]=2)[N:7]=1.[H-].[Na+].[CH3:19]I>CN(C)C=O>[O:3]1[CH2:4][CH2:5][O:1][CH:2]1[C:6]1[CH:11]=[CH:10][CH:9]=[C:8]([C:12]2[CH:16]=[CH:15][N:14]([CH3:19])[N:13]=2)[N:7]=1 |f:1.2|. Reported procedure: 2.50 g of 2-[1,3]dioxolan-2-yl-6-(1H-pyrazol-3-yl)pyridine (11.5 mmol) dissolved in 4 ml of N,N-dimethylformamide are added dropwise to a suspension of 0.48 g of sodium hydride (20 mmol) in 4 ml of N,N-dimethylformamide. The reaction mixture is stirred for 1 hour under a nitrogen atmosphere and then 0.93 ml of methyl iodide (15 mmol) diluted in 1 ml of N,N-dimethylformamide is added dropwise to the reaction mixture. The solution is stirred for 12 hours at room temperature and then the mixture is... Reactants: CC1=C(N=C(O1)C1=CC=CC=C1)COC1=NN(C=C1C(=O)O)CC1=CC=C(C=C1)OC1=CC=CC=C1 (3-(5-methyl-2-phenyl-4-oxazolylmethoxy)-1-(4-phenoxybenzyl)-1H-pyrazole-4-carboxylic acid), Cl.C(C)N=C=NCCCN(C)C (1-ethyl-3-(3-dimethylaminopropyl)carbodiimide hydrochloride), CN(C=O)C (N,N-dimethylformamide). Solvent: O (water). Run at time 8 hour. Yields the product CC1=C(N=C(O1)C1=CC=CC=C1)COC1=NN(C=C1C(=O)N)CC1=CC=C(C=C1)OC1=CC=CC=C1 (3-(5-methyl-2-phenyl-4-oxazolylmethoxy)-1-(4-phenoxybenzyl)-1H-pyrazole-4-carbamide). The yield is 93.5%. RXN SMILES: [CH3:1][C:2]1[O:6][C:5]([C:7]2[CH:12]=[CH:11][CH:10]=[CH:9][CH:8]=2)=[N:4][C:3]=1[CH2:13][O:14][C:15]1[C:19]([C:20](O)=[O:21])=[CH:18][N:17]([CH2:23][C:24]2[CH:29]=[CH:28][C:27]([O:30][C:31]3[CH:36]=[CH:35][CH:34]=[CH:33][CH:32]=3)=[CH:26][CH:25]=2)[N:16]=1.Cl.C([N:40]=C=NCCCN(C)C)C.CN(C)C=O>O>[CH3:1][C:2]1[O:6][C:5]([C:7]2[CH:8]=[CH:9][CH:10]=[CH:11][CH:12]=2)=[N:4][C:3]=1[CH2:13][O:14][C:15]1[C:19]([C:20]([NH2:40])=[O:21])=[CH:18][N:17]([CH2:23][C:24]2[CH:25]=[CH:26][C:27]([O:30][C:31]3[CH:32]=[CH:33][CH:34]=[CH:35][CH:36]=3)=[CH:28][CH:29]=2)[N:16]=1 |f:1.2|. Reported procedure: A mixture of 3-(5-methyl-2-phenyl-4-oxazolylmethoxy)-1-(4-phenoxybenzyl)-1H-pyrazole-4-carboxylic acid (0.75 g), 1H-1,2,3-benzotriazol-1-ol ammonia complex (0.26 g), 1-ethyl-3-(3-dimethylaminopropyl)carbodiimide hydrochloride (0.33 g), and N,N-dimethylformamide (10 ml) was stirred at room temperature overnight. The reaction mixture was poured into water, and extracted with ethyl acetate. The ethyl acetate layer was washed successively with dilute hydrochloric acid and saturated aqueous sodium ch... Starting materials: C(C)OC(=O)C1(OC(C(=C1SCC=1OC=CC1)O)=O)CSCC=1OC=CC1 (4-hydroxy-5-oxo-3-(2-furanylmethylsulfanyl)-2-[(2-furanylmethylsulfanyl)-methyl]-2,5-dihydrofuran-2-carboxylic acid ethyl ester), N1=CC=CC=C1 (pyridine), CC(C(=O)Cl)(C)C (trimethylacetyl chloride). Solvent: C(Cl)Cl (methylene chloride). Reaction conditions: time 8 hour. Product: C(C)OC(=O)C1(OC(C(=C1SCC=1OC=CC1)OC(C(C)(C)C)=O)=O)CSCC=1OC=CC1 (4-(2,2-dimethyl-propionyloxy)-3-(furan-2-ylmethylsulfanyl)-2-(furan-2-ylmethylsulfanylmethyl)-5-oxo-2,5-dihydro-furan-2-carboxylic acid ethyl ester). The yield is 88.1%. RXN SMILES: [CH2:1]([O:3][C:4]([C:6]1([CH2:20][S:21][CH2:22][C:23]2[O:24][CH:25]=[CH:26][CH:27]=2)[C:10]([S:11][CH2:12][C:13]2[O:14][CH:15]=[CH:16][CH:17]=2)=[C:9]([OH:18])[C:8](=[O:19])[O:7]1)=[O:5])[CH3:2].N1C=CC=CC=1.[CH3:34][C:35]([CH3:40])([CH3:39])[C:36](Cl)=[O:37]>C(Cl)Cl>[CH2:1]([O:3][C:4]([C:6]1([CH2:20][S:21][CH2:22][C:23]2[O:24][CH:25]=[CH:26][CH:27]=2)[C:10]([S:11][CH2:12][C:13]2[O:14][CH:15]=[CH:16][CH:17]=2)=[C:9]([O:18][C:36](=[O:37])[C:35]([CH3:40])([CH3:39])[CH3:34])[C:8](=[O:19])[O:7]1)=[O:5])[CH3:2]. Procedure: To a solution of 4-hydroxy-5-oxo-3-(2-furanylmethylsulfanyl)-2-[(2-furanylmethylsulfanyl)-methyl]-2,5-dihydrofuran-2-carboxylic acid ethyl ester (0.3 g, 0.73 mmol) in methylene chloride (25 mL) were added pyridine (0.19 mL, 2.36 mmol) and trimethylacetyl chloride (0.22 mL, 1.77 mmol, 2.4 eq) under argon atmosphere. The mixture was gently refluxed overnight under argon and then evaporated. The residue was purified by column chromatography eluted with a mixed solvent of hexane and ethyl acetate (4... The reactants are [H-].CN1C(CNCC1)[Al+]C1N(CCNC1)C (Bis(N-methylpiperazinyl)aluminum hydride), C(=O)(OC(C)(C)C)NC1(CC1)C(=O)O (N-Boc-1-amino-1-cyclopropanecarboxylic acid), CCOCC (Ether). Solvent: O1CCCC1 (tetrahydrofuran). Procedure details: N-Boc-1-amino-1-cyclopropanecarboxylic acid is dissolved in tetrahydrofuran and stirred at 0° C. under argon. Bis(N-methylpiperazinyl)aluminum hydride is added and the reaction mixture is heated to reflux overnight. Ether is then added, and the excess hydride is quenched with saturated NaCl. The aqueous phase is separated and extracted with ether. The combined organic phases are washed with 2M NaOH, 2M HCl and saturated NaCl. The solution is dried over Na2SO4 and evaporated to yield N-Boc-1-amin... Run at temperature 0 celsius. Product: C(=O)(OC(C)(C)C)NC1(CC1)C=O (N-Boc-1-amino-1-cyclopropanecarboxaldehyde). As a reaction SMILES: [C:1]([NH:8][C:9]1([C:12](O)=[O:13])[CH2:11][CH2:10]1)([O:3][C:4]([CH3:7])([CH3:6])[CH3:5])=[O:2].[H-].CN1CCNCC1[Al+]C1CNCCN1C.CCOCC>O1CCCC1>[C:1]([NH:8][C:9]1([CH:12]=[O:13])[CH2:11][CH2:10]1)([O:3][C:4]([CH3:7])([CH3:6])[CH3:5])=[O:2] |f:1.2|. Starting materials: CCCCOC1(OCCCC)CCCCC1, CC(C)c1nc(CO)n(C)c1Sc1cc(Cl)cc(Cl)c1. Yields the product CCCCOC1(OCc2nc(C(C)C)c(Sc3cc(Cl)cc(Cl)c3)n2C)CCCCC1. RXN SMILES: [CH2:21]([CH2:22][CH2:23][CH3:24])[O:25][C:26]1([O:32][CH2:33][CH2:34][CH2:35][CH3:36])[CH2:27][CH2:28][CH2:29][CH2:30][CH2:31]1.[Cl:1][c:2]1[cH:3][c:4]([S:9][c:10]2[c:11]([CH:18]([CH3:19])[CH3:20])[n:12][c:13]([CH2:16][OH:17])[n:14]2[CH3:15])[cH:5][c:6]([Cl:8])[cH:7]1>>[Cl:1][c:2]1[cH:3][c:4]([S:9][c:10]2[c:11]([CH:18]([CH3:19])[CH3:20])[n:12][c:13]([CH2:16][O:17][C:26]3([O:25][CH2:21][CH2:22][CH2:23][CH3:24])[CH2:27][CH2:28][CH2:29][CH2:30][CH2:31]3)[n:14]2[CH3:15])[cH:5][c:6]([Cl:8])[cH:7]1.